From a dataset of the Open Reaction Database (ORD), a public repository of structured organic reaction records. describe an organic reaction: reactants, conditions, products, and yield Reactants: COC(=O)C=1C=C2C=CC(=NC2=CC1)C1=C(C=CC(=C1)C(=O)N1CCCC1)OS(=O)(=O)C(F)(F)F (2-[5-(Pyrrolidine-1-carbonyl)-2-trifluoromethanesulfonyloxy-phenyl]-quinoline-6-carboxylic acid methyl ester), ClC1=CC=C(C=C1)B(O)O (4-chloro-phenylboronic acid), ClC1=CC=C(C=C1)B(O)O (4-chloro-phenylboronic acid), [O-]P(=O)([O-])[O-].[K+].[K+].[K+] (K3PO4), [Li+].[Cl-] (LiCl). Reagents/catalysts: C=1C=CC(=CC1)[P](C=2C=CC=CC2)(C=3C=CC=CC3)[Pd]([P](C=4C=CC=CC4)(C=5C=CC=CC5)C=6C=CC=CC6)([P](C=7C=CC=CC7)(C=8C=CC=CC8)C=9C=CC=CC9)[P](C=1C=CC=CC1)(C=1C=CC=CC1)C=1C=CC=CC1 (Pd(PPh3)4). The solvent is O1CCOCC1 (dioxane). Product: COC(=O)C=1C=C2C=CC(=NC2=CC1)C1=CC(=CC=C1C1=CC=C(C=C1)Cl)C(=O)N1CCCC1 (2-[4′-Chloro-4-(pyrrolidine-1-carbonyl)-biphen-2-yl]-quinoline-6-carboxylic acid methyl ester). RXN SMILES: [CH3:1][O:2][C:3]([C:5]1[CH:6]=[C:7]2[C:12](=[CH:13][CH:14]=1)[N:11]=[C:10]([C:15]1[CH:20]=[C:19]([C:21]([N:23]3[CH2:27][CH2:26][CH2:25][CH2:24]3)=[O:22])[CH:18]=[CH:17][C:16]=1OS(C(F)(F)F)(=O)=O)[CH:9]=[CH:8]2)=[O:4].[Cl:36][C:37]1[CH:42]=[CH:41][C:40](B(O)O)=[CH:39][CH:38]=1.[O-]P([O-])([O-])=O.[K+].[K+].[K+].[Li+].[Cl-]>O1CCOCC1.C1C=CC([P]([Pd]([P](C2C=CC=CC=2)(C2C=CC=CC=2)C2C=CC=CC=2)([P](C2C=CC=CC=2)(C2C=CC=CC=2)C2C=CC=CC=2)[P](C2C=CC=CC=2)(C2C=CC=CC=2)C2C=CC=CC=2)(C2C=CC=CC=2)C2C=CC=CC=2)=CC=1>[CH3:1][O:2][C:3]([C:5]1[CH:6]=[C:7]2[C:12](=[CH:13][CH:14]=1)[N:11]=[C:10]([C:15]1[C:16]([C:40]3[CH:41]=[CH:42][C:37]([Cl:36])=[CH:38][CH:39]=3)=[CH:17][CH:18]=[C:19]([C:21]([N:23]3[CH2:27][CH2:26][CH2:25][CH2:24]3)=[O:22])[CH:20]=1)[CH:9]=[CH:8]2)=[O:4] |f:2.3.4.5,6.7,^1:65,67,86,105|. Procedure: Compound 21 (320 mg, 0.63 mmol), 4-chloro-phenylboronic acid (Compound 22, 148 mg, 0.94 mmol), 500 mg (2.35 mmol) of K3PO4, 27 mg (0.63 mmol) of LiCl and 36.5 mg (0.031 mmol) of Pd(PPh3)4 were dissolved in 30 mL dioxane (degassed). The mixture was refluxed under argon overnight. The black solution was filtered through a Celite pad, and evaporated to dryness to give Compound 23 as yellow oil which was used without further purification. MS: 471.16 (M+H+).